Dataset: the Open Reaction Database (ORD), a public repository of structured organic reaction records. Task: describe an organic reaction: reactants, conditions, products, and yield Starting materials: BrB(Br)Br, CSC, COc1ccc(C(=O)c2ccccc2OC)cc1, ClCCl. Product: COc1ccc(C(=O)c2ccccc2O)cc1. Reaction SMILES: [B:22]([Br:23])([Br:24])[Br:25].[CH3:19][S:20][CH3:21].[CH3:1][O:2][c:3]1[cH:4][cH:5][c:6]([C:9](=[O:10])[c:11]2[c:12]([O:17][CH3:18])[cH:13][cH:14][cH:15][cH:16]2)[cH:7][cH:8]1.[Cl:26][CH2:27][Cl:28]>>[CH3:1][O:2][c:3]1[cH:4][cH:5][c:6]([C:9](=[O:10])[c:11]2[c:12]([OH:17])[cH:13][cH:14][cH:15][cH:16]2)[cH:7][cH:8]1. Reactants: CS(=O)C1=CC=C(C=C1)C=1N=C(SC1)NC(C)=O (N-{4-[4-(Methylsulfinyl)phenyl]-1,3-thiazol-2-yl}acetamide), C(C)(=O)[O-].[Na+] (sodium acetate), C(C)(=O)OC(C)=O (acetic anhydride). Solvent: CCOC(=O)C (AcOEt). Product: C(C)(=O)OCSC1=CC=C(C=C1)C=1N=C(SC1)NC(C)=O (({4-[2-(acetylamino)-1,3-thiazol-4-yl]phenyl}thio)methyl acetate). Isolated yield 47.0%. RXN SMILES: [CH3:1][S:2]([C:4]1[CH:9]=[CH:8][C:7]([C:10]2[N:11]=[C:12]([NH:15][C:16](=[O:18])[CH3:17])[S:13][CH:14]=2)=[CH:6][CH:5]=1)=O.[C:19]([O-:22])(=[O:21])[CH3:20].[Na+].C(OC(=O)C)(=O)C>CCOC(C)=O>[C:19]([O:22][CH2:1][S:2][C:4]1[CH:9]=[CH:8][C:7]([C:10]2[N:11]=[C:12]([NH:15][C:16](=[O:18])[CH3:17])[S:13][CH:14]=2)=[CH:6][CH:5]=1)(=[O:21])[CH3:20] |f:1.2|. Procedure details: N-{4-[4-(Methylsulfinyl)phenyl]-1,3-thiazol-2-yl}acetamide (1.5 g), sodium acetate (1.54 g), and acetic anhydride (30 ml) were combined under N2 atmosphere. The reaction mixture was refluxed for 2 hours. After cooled to r.t., the mixture was diluted in AcOEt. The organic solution was washed with water and brine, dried over anhydrous MgSO4, and concentrated in vacuo. The residual solid was washed with ethyl ether/n-hexane to give ({4-[2-(acetylamino)-1,3-thiazol-4-yl]phenyl}thio)methyl acetate (8... Procedure: A solution of 8.94 g (17.7 mmol) of 1-{2-{N-{3-[2-(4-fluorophenyl)-1,3-dioxolan-2-yl]propyl}-N-methylamino}ethyl}-4-(4-chlorophenoxy)piperidine dihydrochloride, 135 ml of methanol, and 55 ml of 3N HCl was heated at reflux for 3 hours under nitrogen. The mixture was allowed to cool to room temperature, poured into saturated sodium carbonate, extracted twice with ether and dried over potassium carbonate. Filtration followed by evaporation of the solvent provided an oil. The yield of a crude dihydr... Solvent: CO (methanol). Reactants: Cl.Cl.FC1=CC=C(C=C1)C1(OCCO1)CCCN(C)CCN1CCC(CC1)OC1=CC=C(C=C1)Cl (1-{2-{N-{3-[2-(4-fluorophenyl)-1,3-dioxolan-2-yl]propyl}-N-methylamino}ethyl}-4-(4-chlorophenoxy)piperidine dihydrochloride), Cl (HCl), C1(=C(C(=C(C(=C1F)F)F)N)F)N.Cl.Cl (dihydrochloride), C([O-])([O-])=O.[Na+].[Na+] (sodium carbonate). Reaction SMILES: [ClH:1].Cl.[F:3][C:4]1[CH:9]=[CH:8][C:7]([C:10]2([CH2:15][CH2:16][CH2:17][N:18]([CH2:20][CH2:21][N:22]3[CH2:27][CH2:26][CH:25]([O:28][C:29]4[CH:34]=[CH:33][C:32]([Cl:35])=[CH:31][CH:30]=4)[CH2:24][CH2:23]3)[CH3:19])OCC[O:11]2)=[CH:6][CH:5]=1.Cl.C(=O)([O-])[O-].[Na+].[Na+].C1(N)C(F)=C(F)C(F)=C(N)C=1F.Cl.Cl>CO>[ClH:35].[ClH:1].[F:3][C:4]1[CH:5]=[CH:6][C:7]([C:10](=[O:11])[CH2:15][CH2:16][CH2:17][N:18]([CH2:20][CH2:21][N:22]2[CH2:23][CH2:24][CH:25]([O:28][C:29]3[CH:34]=[CH:33][C:32]([Cl:35])=[CH:31][CH:30]=3)[CH2:26][CH2:27]2)[CH3:19])=[CH:8][CH:9]=1 |f:0.1.2,4.5.6,7.8.9,11.12.13|. Yield: 52.9%. Product: Cl.Cl.FC1=CC=C(C=C1)C(CCCN(C)CCN1CCC(CC1)OC1=CC=C(C=C1)Cl)=O (1-{2-{N-[4-(4-Fluorophenyl)-4-oxobutyl]-N-methylamino}ethyl}-4-(4-chlorophenoxy)piperidine dihydrochloride). The reactants are O=C([O-])[O-], COC(=O)C(Cc1ccc(OCc2ccccc2)cc1COC(C)=O)NC(=O)OC(C)(C)C, CO, ClCCl, [K+], [K+]. The product is COC(=O)C(Cc1ccc(OCc2ccccc2)cc1CO)NC(=O)OC(C)(C)C. Reaction SMILES: [C:34](=[O:35])([O-:36])[O-:37].[CH3:1][O:2][C:3]([CH:4]([CH2:5][c:6]1[c:7]([CH2:20][O:21][C:22](=[O:23])[CH3:24])[cH:8][c:9]([O:12][CH2:13][c:14]2[cH:15][cH:16][cH:17][cH:18][cH:19]2)[cH:10][cH:11]1)[NH:25][C:26](=[O:27])[O:28][C:29]([CH3:30])([CH3:31])[CH3:32])=[O:33].[CH3:40][OH:41].[Cl:42][CH2:43][Cl:44].[K+:38].[K+:39]>>[CH3:1][O:2][C:3]([CH:4]([CH2:5][c:6]1[c:7]([CH2:20][OH:21])[cH:8][c:9]([O:12][CH2:13][c:14]2[cH:15][cH:16][cH:17][cH:18][cH:19]2)[cH:10][cH:11]1)[NH:25][C:26](=[O:27])[O:28][C:29]([CH3:30])([CH3:31])[CH3:32])=[O:33].